From a dataset of the Open Reaction Database (ORD), a public repository of structured organic reaction records. describe an organic reaction: reactants, conditions, products, and yield The reactants are C(C)(C)(C)ON=O (t-butylnitrite), NC=1OC2=CC(=CC=C2C(C1C#N)C1=CC=CC=C1)N (2,7-diamino-3-cyano-4-phenyl-4H-chromene). Reported procedure: To a solution of t-butylnitrite (0.027 g, 0.26 mmol) in anhydrous DMF was added 2,7-diamino-3-cyano-4-phenyl-4H-chromene (53 mg, 0.201 mmol) in one portion. The reaction was immediately immersed into a 65° C. oil bath. Gas evolution occurred slowly. After stirring at 65° C. for 1.5 h, the reaction was quenched with addition of water (5 mL), and extracted with EtOAc (3×10 mL). The EtOAc extracts were washed with brine (2×5 mL), dried over MgSO4, and evaporated. The red residue was purified by chr... Isolated yield 12.0%. RXN SMILES: C(ON=O)(C)(C)C.[NH2:8][C:9]1[O:10][C:11]2[C:16]([CH:17]([C:21]3[CH:26]=[CH:25][CH:24]=[CH:23][CH:22]=3)[C:18]=1[C:19]#[N:20])=[CH:15][CH:14]=[C:13](N)[CH:12]=2>CN(C=O)C>[NH2:8][C:9]1[O:10][C:11]2[C:16]([CH:17]([C:21]3[CH:26]=[CH:25][CH:24]=[CH:23][CH:22]=3)[C:18]=1[C:19]#[N:20])=[CH:15][CH:14]=[CH:13][CH:12]=2. Reaction conditions: temperature 65 celsius, time 1.5 hour. The solvent is CN(C)C=O (DMF). Product: NC=1OC2=CC=CC=C2C(C1C#N)C1=CC=CC=C1 (2-Amino-3-cyano-4-phenyl-4-H-chromene). Starting materials: C(C)OC(CCC(C)(C)C1=CC(=C(C=C1)OC)C)=O (4-(4-methoxy-3-methylphenyl)-4-methyl-pentanoic acid ethyl ester), C(C)OC(CCC(C)(C)C1=CC(=C(C=C1)OC)C)=O (4-(4-methoxy-3-methylphenyl)-4-methyl-pentanoic acid ethyl ester), C(C)O (ethyl alcohol), [OH-].[K+] (KOH). Run in O (water). Run at temperature 60 celsius. Yields the product COC1=C(C=C(C=C1)C(CCC(=O)O)(C)C)C (4-(4-Methoxy-3-methylphenyl)-4-methyl-pentanoic Acid). Isolated yield 96.8%. As a reaction SMILES: C([O:3][C:4](=[O:19])[CH2:5][CH2:6][C:7]([C:10]1[CH:15]=[CH:14][C:13]([O:16][CH3:17])=[C:12]([CH3:18])[CH:11]=1)([CH3:9])[CH3:8])C.C(O)C.[OH-].[K+]>O>[CH3:17][O:16][C:13]1[CH:14]=[CH:15][C:10]([C:7]([CH3:8])([CH3:9])[CH2:6][CH2:5][C:4]([OH:19])=[O:3])=[CH:11][C:12]=1[CH3:18] |f:2.3|. Procedure details: To a solution of 4-(4-methoxy-3-methylphenyl)-4-methyl-pentanoic acid ethyl ester (Compound 4, 6.8 g, 25.8 mmol) and 20 mL of absolute ethyl alcohol was added aqueous 5M KOH (6 mL). The resulting solution was heated in an 60° C. bath for 24 h. The solution was cooled to room temperature, diluted with water and washed once with 2:1 hexane:ethyl acetate solution, and the layers were separated. The aqueous layer was acidified with HCl 2N to pH=0-1 and the product extracted three times with ethyl ac... Starting materials: [BH4-].[Na+] (Sodium borohydride), NC1=C(C=C(C=C1Cl)C(CNCCCCCCOCCC1=NC=CC=C1)=O)Cl (1-(4-amino-3,5-dichlorophenyl)-2-[[6-[2-(2-pyridinyl)ethoxy]hexyl]amino]ethanone). Run in CO (methanol). Reaction conditions: time 1.5 hour. Yields the product NC1=C(C=C(C=C1Cl)C(O)CNCCCCCCOCCC1=NC=CC=C1)Cl (4-Amino-3,5-dichloro-α-[[[6-[2-(2-pyridinyl)ethoxy]hexyl]amino]methyl]benzenemethanol). Yield: 10.6%. Reaction SMILES: [BH4-].[Na+].[NH2:3][C:4]1[C:9]([Cl:10])=[CH:8][C:7]([C:11](=[O:29])[CH2:12][NH:13][CH2:14][CH2:15][CH2:16][CH2:17][CH2:18][CH2:19][O:20][CH2:21][CH2:22][C:23]2[CH:28]=[CH:27][CH:26]=[CH:25][N:24]=2)=[CH:6][C:5]=1[Cl:30]>CO>[NH2:3][C:4]1[C:9]([Cl:10])=[CH:8][C:7]([CH:11]([CH2:12][NH:13][CH2:14][CH2:15][CH2:16][CH2:17][CH2:18][CH2:19][O:20][CH2:21][CH2:22][C:23]2[CH:28]=[CH:27][CH:26]=[CH:25][N:24]=2)[OH:29])=[CH:6][C:5]=1[Cl:30] |f:0.1|. Procedure: Sodium borohydride (0.16 g) was added portionwise over 5 min to a solution of 1-(4-amino-3,5-dichlorophenyl)-2-[[6-[2-(2-pyridinyl)ethoxy]hexyl]amino]ethanone (0.44 g) in methanol (7 ml) at 0°-5° with stirring. After 1.5 h, the solution was evaporated in vacuo and the residue partitioned between water (60 ml) and ethyl acetate (100 ml). The organic phase was dried and evaporated in vacuo to a gum which was purified by FCC eluting with System C (90:10:1) to afford a product, which was triturated ... Starting materials: C1CCOC1, Cc1cn(-c2cc(N)cc(C(F)(F)F)c2)cn1, CN(C)c1ccncc1, CCN(C(C)C)C(C)C, Cc1ccc(C(=O)O)cc1I, O=S(Cl)Cl. Yields the product Cc1cn(-c2cc(NC(=O)c3ccc(C)c(I)c3)cc(C(F)(F)F)c2)cn1. Reaction SMILES: [CH2:51]1[O:52][CH2:53][CH2:54][CH2:55]1.[CH3:12][c:13]1[n:14][cH:15][n:16](-[c:18]2[cH:19][c:20]([NH2:28])[cH:21][c:22]([C:24]([F:25])([F:26])[F:27])[cH:23]2)[cH:17]1.[CH3:42][N:43]([c:44]1[cH:45][cH:46][n:47][cH:48][cH:49]1)[CH3:50].[CH:29]([N:30]([CH2:31][CH3:32])[CH:33]([CH3:34])[CH3:35])([CH3:36])[CH3:37].[I:1][c:2]1[cH:3][c:4]([C:5](=[O:6])[OH:7])[cH:8][cH:9][c:10]1[CH3:11].[S:38]([Cl:39])([Cl:40])=[O:41]>>[I:1][c:2]1[cH:3][c:4]([C:5](=[O:7])[NH:28][c:20]2[cH:19][c:18](-[n:16]3[cH:15][n:14][c:13]([CH3:12])[cH:17]3)[cH:23][c:22]([C:24]([F:25])([F:26])[F:27])[cH:21]2)[cH:8][cH:9][c:10]1[CH3:11]. Reactants: CN(C)CC=1SC(=C(N1)CSCCN)C (2-([2-(dimethylaminomethyl)-5-methyl-4-thiazolyl]methylthio)ethylamine), COCCOC (1,2-dimethoxyethane), CO (methanol), CN1C(C1SC)[N+](=O)[O-] (N-methyl-1-methylthio-2-nitroethyleneamine). The solvent is C(C)(=O)OCC.CO.[OH-].[NH4+] (ethyl acetate methanol ammonium hydroxide). Reaction conditions: time 8 hour. Product: CN(C)CC=1SC(=C(N1)CSCCNC(=C[N+](=O)[O-])NC)C (N-2-([2-(dimethylaminomethyl)-5-methyl-4-thiazolyl]methylthio)ethyl-N'-methyl-2-nitro-1,1-ethenediamine). RXN SMILES: [CH3:1][N:2]([CH2:4][C:5]1[S:6][C:7]([CH3:15])=[C:8]([CH2:10][S:11][CH2:12][CH2:13][NH2:14])[N:9]=1)[CH3:3].CO.[CH3:18][N:19]1[CH:21](SC)[CH:20]1[N+:24]([O-:26])=[O:25].COCCOC>C(OCC)(=O)C.CO.[OH-].[NH4+]>[CH3:3][N:2]([CH2:4][C:5]1[S:6][C:7]([CH3:15])=[C:8]([CH2:10][S:11][CH2:12][CH2:13][NH:14][C:21]([NH:19][CH3:18])=[CH:20][N+:24]([O-:26])=[O:25])[N:9]=1)[CH3:1] |f:4.5.6.7|. Procedure details: Following the procedure of Example 5, a stirred solution of 1.38 g. of 2-([2-(dimethylaminomethyl)-5-methyl-4-thiazolyl]methylthio)ethylamine in 10 ml. of methanol was treated with N-methyl-1-methylthio-2-nitroethyleneamine. The reaction mixture was kept at room temperature overnight by which time all solids had dissolved. Thin layer chromatography over silica using a 10:10:1 ethyl acetate-methanol-ammonium hydroxide solvent system indicated substantially a single product. The reaction mixture w... Starting materials: [Cl-].[NH4+] (ammonium chloride), BrC1=C(C=C(C=C1)O)C (4-bromo-3-methylphenol), N1C=NC=C1 (imidazole), C(C)(C)(C)[Si](Cl)(C)C (tert-butyldimethylchlorosilane). Solvent: CN(C)C=O (DMF). Run at time 1 hour. Yields the product BrC1=C(C=C(O[Si](C)(C)C(C)(C)C)C=C1)C ((4-bromo-3-methylphenoxy)(tert-butyl)dimethylsilane). The yield is 89.0%. RXN SMILES: [Br:1][C:2]1[CH:7]=[CH:6][C:5]([OH:8])=[CH:4][C:3]=1[CH3:9].N1C=CN=C1.[C:15]([Si:19]([CH3:22])([CH3:21])Cl)([CH3:18])([CH3:17])[CH3:16].[Cl-].[NH4+]>CN(C=O)C>[Br:1][C:2]1[CH:7]=[CH:6][C:5]([O:8][Si:19]([C:15]([CH3:18])([CH3:17])[CH3:16])([CH3:22])[CH3:21])=[CH:4][C:3]=1[CH3:9] |f:3.4|. Reported procedure: To a solution of 4-bromo-3-methylphenol (4.86 g) and imidazole (2.65 g) in DMF (100 mL) was added tert-butyldimethylchlorosilane (4.70 g), and the mixture was stirred at room temperature for 1 hr. To the reaction mixture was added saturated aqueous ammonium chloride solution, and the mixture was extracted with ethyl acetate. The extract was washed with saturated brine and dried over anhydrous sodium sulfate. The solvent was evaporated under reduced pressure and the residue was purified by silica... The reactants are CC1(CC(CC(C1)(C)C)=NNC(=O)OC(C)(C)C)C (t-Butyl N′-(3,3,5,5-Tetramethylcyclohexylidene)hydrazine carboxylate). The reagents and catalysts are [Pt] (Platinum on carbon). The solvent is C(C)O (ethanol), O (water). Conditions: time 8 hour. Yields the product CC1(CC(CC(C1)(C)C)NNC(=O)OC(C)(C)C)C (t-Butyl N′-(3,3,5,5-Tetramethylcyclohexyl)hydrazine carboxylate). The yield is 83.3%. Reaction SMILES: [CH3:1][C:2]1([CH3:19])[CH2:7][C:6]([CH3:9])([CH3:8])[CH2:5][C:4](=[N:10][NH:11][C:12]([O:14][C:15]([CH3:18])([CH3:17])[CH3:16])=[O:13])[CH2:3]1>C(O)C.[Pt].O>[CH3:1][C:2]1([CH3:19])[CH2:7][C:6]([CH3:8])([CH3:9])[CH2:5][CH:4]([NH:10][NH:11][C:12]([O:14][C:15]([CH3:18])([CH3:17])[CH3:16])=[O:13])[CH2:3]1. Reported procedure: t-Butyl N′-(3,3,5,5-Tetramethylcyclohexylidene)hydrazine carboxylate (10.0 g, 0.0373 moles) was dissolved in ethanol (600 ml) and 5% Platinum on carbon (0.4 g) was added in water (2 mL). Stirred overnight under a hydrogen atmosphere (balloon). Filtered through HyFlo to remove the catalyst and evaporated the solvents to give a grey solid. Triturated with water and filtered off the grey solid. Dried in a desiccator to give the product as a grey solid (8.4 g, 83%). 1H NMR (300 MHz DMSO-d6) 8.1 (brm... The reactants are ClC1=C(C(=O)[O-])C=CC=C1.[Na+] (sodium 2-chlorobenzoate), C1(CCCCC1)C1=C(C=CC=C1)[O-].[Na+] (sodium 2-cyclohexylphenolate), COCCOCCN(CCOCCOC)CCOCCOC (tris[2-(2-methoxyethoxy)-ethyl]amine). The reagents and catalysts are [Cu]Cl (copper(I) chloride). The solvent is COCCOCCOC (diethylene glycol dimethyl ether). Reaction conditions: time 8 hour. The product is C1(CCCCC1)C1=C(OC2=C(C(=O)O)C=CC=C2)C=CC=C1 (2-(2-cyclohexylphenoxy)benzoic acid). The yield is 62.4%. Reaction SMILES: Cl[C:2]1[CH:10]=[CH:9][CH:8]=[CH:7][C:3]=1[C:4]([O-:6])=[O:5].[Na+].[CH:12]1([C:18]2[CH:23]=[CH:22][CH:21]=[CH:20][C:19]=2[O-:24])[CH2:17][CH2:16][CH2:15][CH2:14][CH2:13]1.[Na+].COCCOCCN(CCOCCOC)CCOCCOC>[Cu]Cl.COCCOCCOC>[CH:12]1([C:18]2[CH:23]=[CH:22][CH:21]=[CH:20][C:19]=2[O:24][C:2]2[CH:10]=[CH:9][CH:8]=[CH:7][C:3]=2[C:4]([OH:6])=[O:5])[CH2:13][CH2:14][CH2:15][CH2:16][CH2:17]1 |f:0.1,2.3|. Procedure details: A mixture of 21.4 g (0.12 mol) of sodium 2-chlorobenzoate, 26.1 g (0.132 mol) of sodium 2-cyclohexylphenolate, 4.95 g (0.05 mol) of copper(I) chloride and 16.17 g (0.05 mol) of tris[2-(2-methoxyethoxy)-ethyl]amine (TDA) in 1.5 1 of diethylene glycol dimethyl ether ("diglyme") is kept at 140° C. for 8 hours. The solvent is then concentrated on a vacuum rotary evaporator and the residue is diluted with water and acidified with concentrated hydrochloric acid. The product is extracted with ethyl ace... The reactants are C(C1=CC=CC=C1)N1CC2=C(N=C(N=C2OC)Cl)CC1 (6-benzyl-2-chloro-4-methoxy-5,6,7,8-tetrahydropyrido[4,3-d]pyrimidine), CC=1C(=C2C=NNC2=CC1)B(O)O ((5-methyl-1H-indazol-4-yl)boronic acid), C(=O)([O-])[O-].[Na+].[Na+] (Na2CO3). Reagents/catalysts: C=1C=CC(=CC1)[P](C=2C=CC=CC2)(C=3C=CC=CC3)[Pd]([P](C=4C=CC=CC4)(C=5C=CC=CC5)C=6C=CC=CC6)([P](C=7C=CC=CC7)(C=8C=CC=CC8)C=9C=CC=CC9)[P](C=1C=CC=CC1)(C=1C=CC=CC1)C=1C=CC=CC1 (Pd(PPh3)4). The solvent is COCCOC (DME). Reaction conditions: temperature 140 celsius. Yields the product C(C1=CC=CC=C1)N1CC2=C(N=C(N=C2OC)C2=C3C=NNC3=CC=C2C)CC1 (6-benzyl-4-methoxy-2-(5-methyl-1H-indazol-4-yl)-5,6,7,8-tetrahydropyrido[4,3-d]pyrimidine). RXN SMILES: [CH2:1]([N:8]1[CH2:20][CH2:19][C:11]2[N:12]=[C:13](Cl)[N:14]=[C:15]([O:16][CH3:17])[C:10]=2[CH2:9]1)[C:2]1[CH:7]=[CH:6][CH:5]=[CH:4][CH:3]=1.[CH3:21][C:22]1[C:23](B(O)O)=[C:24]2[C:28](=[CH:29][CH:30]=1)[NH:27][N:26]=[CH:25]2.C([O-])([O-])=O.[Na+].[Na+]>COCCOC.C1C=CC([P]([Pd]([P](C2C=CC=CC=2)(C2C=CC=CC=2)C2C=CC=CC=2)([P](C2C=CC=CC=2)(C2C=CC=CC=2)C2C=CC=CC=2)[P](C2C=CC=CC=2)(C2C=CC=CC=2)C2C=CC=CC=2)(C2C=CC=CC=2)C2C=CC=CC=2)=CC=1>[CH2:1]([N:8]1[CH2:20][CH2:19][C:11]2[N:12]=[C:13]([C:23]3[C:22]([CH3:21])=[CH:30][CH:29]=[C:28]4[C:24]=3[CH:25]=[N:26][NH:27]4)[N:14]=[C:15]([O:16][CH3:17])[C:10]=2[CH2:9]1)[C:2]1[CH:7]=[CH:6][CH:5]=[CH:4][CH:3]=1 |f:2.3.4,^1:49,51,70,89|. Procedure details: A mixture of 6-benzyl-2-chloro-4-methoxy-5,6,7,8-tetrahydropyrido[4,3-d]pyrimidine (1.09 g, 3.75 mmol), (5-methyl-1H-indazol-4-yl)boronic acid (600 mg, 3.41 mmol), Pd(PPh3)4 (197 mg, 0.170 mmol), and Na2CO3 (2 M, 5.97 mL, 11.9 mmol) in DME (11 mL) was heated in a microwave reactor at 140° C. for 1.5 h. The reaction mixture was partitioned between EtOAc and water. The aqueous layer was extracted with EtOAc. The combined organics were washed with brine, dried (Na2SO4), and concentrated. The residu...